Dataset: the Open Reaction Database (ORD), a public repository of structured organic reaction records. Task: describe an organic reaction: reactants, conditions, products, and yield The reactants are BrCCCCCOC1=CC2=C(C(C=C(O2)C(=O)OCC)=O)C=C1 (7-(5-bromopentyloxy)4-oxo-4H-1-benzopyran-2-carboxylic acid, ethyl ester), ethyl 7hydroxychromone-2-carboxylate,1,8, C([O-])([O-])=O.[K+].[K+] (potassium carbonate), [I-].[K+] (potassium iodide). The solvent is CC(=O)C (acetone), petroleum ether. Product: O=C1C=COC2=C1C=CC(=C2)OCCCCCOC2=CC1=C(C(C=C(O1)C(=O)O)=O)C=C2 (7-[5-(4-oxo-4H-1-benzopyran-7-yloxy)pentyloxy]-4-oxo-4H-1-benzopyran-2-carboxylic acid). RXN SMILES: Br[CH2:2][CH2:3][CH2:4][CH2:5][CH2:6][O:7][C:8]1[CH:23]=[CH:22][C:11]2[C:12](=[O:21])[CH:13]=[C:14]([C:16]([O:18]CC)=[O:17])[O:15][C:10]=2[CH:9]=1.[C:24](=[O:27])([O-])[O-].[K+].[K+].[I-].[K+]>CC(C)=O>[O:21]=[C:12]1[C:11]2[CH:22]=[CH:23][C:24]([O:27][CH2:2][CH2:3][CH2:4][CH2:5][CH2:6][O:7][C:8]3[CH:23]=[CH:22][C:11]4[C:12](=[O:21])[CH:13]=[C:14]([C:16]([OH:18])=[O:17])[O:15][C:10]=4[CH:9]=3)=[CH:9][C:10]=2[O:15][CH:14]=[CH:13]1 |f:1.2.3,4.5|. Reported procedure: A mixture of 4.6 parts of 7-(5-bromopentyloxy)4-oxo-4H-1-benzopyran-2-carboxylic acid, ethyl ester, 2 parts of ethyl 7hydroxychromone-2-carboxylate,1,8 parts of potassium carbonate, a few potassium iodide crystals and 80 parts by volume of dry acetone was refluxed on a steam bath for 20 hr. The cooled mixture was filtered and the filtrate evaporated down to give an oil which when treated with petroleum ether (40°-60°), solidified to give 4.0 parts of crude product. Crystallisation from ethanol g...